This data is from the Open Reaction Database (ORD), a public repository of structured organic reaction records. The task is: describe an organic reaction: reactants, conditions, products, and yield Starting materials: O (water), ClC=1C=C(N)C=CC1Cl (3,4-Dichloroaniline), SC(C(=O)O)CC(=O)O (mercaptosuccinic acid), C=O (formalin). Run in C=1(C(=CC=CC1)C)C (xylene). The product is ClC=1C=C(C=CC1Cl)N1CSC(C1=O)CC(=O)O (3-(3,4-dichlorophenyl)-4-oxo-5-thiazolidineacetic acid). RXN SMILES: [Cl:1][C:2]1[CH:3]=[C:4]([CH:6]=[CH:7][C:8]=1[Cl:9])[NH2:5].[SH:10][CH:11]([CH2:15][C:16]([OH:18])=[O:17])[C:12](O)=[O:13].[CH2:19]=O.O>C1(C)C(C)=CC=CC=1>[Cl:1][C:2]1[CH:3]=[C:4]([N:5]2[C:12](=[O:13])[CH:11]([CH2:15][C:16]([OH:18])=[O:17])[S:10][CH2:19]2)[CH:6]=[CH:7][C:8]=1[Cl:9]. Reported procedure: 3,4-Dichloroaniline (16.2 g, 0.1 mol) and mercaptosuccinic acid (15 g) were dissolved in xylene (200 ml). While stirring, 37% formalin (8.5 ml) was added followed by heating to reflux. The water formed (9 ml) during this reaction was removed azeotropically. The reaction mixture was filtered hot, befored removing the solvent, to leave an oil, 3-(3,4-dichlorophenyl)-4-oxo-5-thiazolidineacetic acid, which solidified. This crude product was esterified in isopropyl alcohol (500 ml) and concentrated s... Reactants: C1CCOC1, O=C(OO)c1cccc(Cl)c1, c1cn(-c2cc(NC3=NCC4(CN5CCC4CC5)O3)ncn2)cn1. Yields the product [O-][N+]12CCC(CC1)C1(CN=C(Nc3cc(-n4ccnc4)ncn3)O1)C2. RXN SMILES: [CH2:36]1[O:37][CH2:38][CH2:39][CH2:40]1.[Cl:25][c:26]1[cH:27][c:28]([C:33](=[O:30])[O:34][OH:35])[cH:29][cH:31][cH:32]1.[n:1]1(-[c:6]2[cH:7][c:8]([NH:12][C:13]3=[N:17][CH2:16][C:15]4([O:14]3)[CH2:18][N:19]3[CH2:20][CH2:21][CH:22]4[CH2:23][CH2:24]3)[n:9][cH:10][n:11]2)[cH:2][n:3][cH:4][cH:5]1>>[n:1]1(-[c:6]2[cH:7][c:8]([NH:12][C:13]3=[N:17][CH2:16][C:15]4([O:14]3)[CH2:18][N+:19]3([O-:30])[CH2:20][CH2:21][CH:22]4[CH2:23][CH2:24]3)[n:9][cH:10][n:11]2)[cH:2][n:3][cH:4][cH:5]1.